Dataset: the Open Reaction Database (ORD), a public repository of structured organic reaction records. Task: describe an organic reaction: reactants, conditions, products, and yield The reactants are COC(=O)c1ccc2c(c1)CC(C)(C)C(c1cccc(C(=O)NS(C)(=O)=O)c1)N2, CCOC(C)=O, CO, [Na+], [OH-]. Yields the product CC1(C)Cc2cc(C(=O)O)ccc2NC1c1cccc(C(=O)NS(C)(=O)=O)c1. RXN SMILES: [CH3:1][C:2]1([CH3:29])[CH:3]([c:16]2[cH:17][c:18]([C:22]([NH:23][S:24](=[O:25])(=[O:26])[CH3:27])=[O:28])[cH:19][cH:20][cH:21]2)[NH:4][c:5]2[cH:6][cH:7][c:8]([C:12](=[O:13])[O:14][CH3:15])[cH:9][c:10]2[CH2:11]1.[CH3:32][CH2:33][O:34][C:35](=[O:36])[CH3:37].[CH3:38][OH:39].[Na+:31].[OH-:30]>>[CH3:1][C:2]1([CH3:29])[CH:3]([c:16]2[cH:17][c:18]([C:22]([NH:23][S:24](=[O:25])(=[O:26])[CH3:27])=[O:28])[cH:19][cH:20][cH:21]2)[NH:4][c:5]2[cH:6][cH:7][c:8]([C:12](=[O:13])[OH:14])[cH:9][c:10]2[CH2:11]1. The reactants are CC1=C(C(=O)O)C(c2ccc3ccccc3c2)CC(=O)N1, CCOC(C)=O, N=C=N, CN(C)C=O, Nc1ccc2[nH]ncc2c1. The product is CC1=C(C(=O)Nc2ccc3[nH]ncc3c2)C(c2ccc3ccccc3c2)CC(=O)N1. Reaction SMILES: [CH3:1][C:2]1=[C:7]([C:8](=[O:9])[OH:10])[CH:6]([c:11]2[cH:12][c:13]3[cH:14][cH:15][cH:16][cH:17][c:18]3[cH:19][cH:20]2)[CH2:5][C:4](=[O:21])[NH:3]1.[CH3:35][CH2:36][O:37][C:38](=[O:39])[CH3:40].[NH:32]=[C:33]=[NH:34].[O:41]=[CH:42][N:43]([CH3:44])[CH3:45].[nH:22]1[n:23][cH:24][c:25]2[cH:26][c:27]([NH2:31])[cH:28][cH:29][c:30]12>>[CH3:1][C:2]1=[C:7]([C:8](=[O:9])[NH:31][c:27]2[cH:26][c:25]3[cH:24][n:23][nH:22][c:30]3[cH:29][cH:28]2)[CH:6]([c:11]2[cH:12][c:13]3[cH:14][cH:15][cH:16][cH:17][c:18]3[cH:19][cH:20]2)[CH2:5][C:4](=[O:21])[NH:3]1. Reactants: COC(C1=C(C(=CC=C1[N+](=O)[O-])OC)C)=O (3-Methoxy-2-methyl-6-nitro-benzoic acid methyl ester), BrN1C(CCC1=O)=O (N-bromosuccinimide). The reagents and catalysts are N(=NC(C#N)(C)C)C(C#N)(C)C (2,2′-azobisisobutyronitrile). Solvent: C(Cl)(Cl)(Cl)Cl (CCl4). Run at temperature 85 celsius, time 21 hour. Product: COC(C1=C(C(=CC=C1[N+](=O)[O-])OC)CBr)=O (2-Bromomethyl-3-methoxy-6-nitro-benzoic acid methyl ester). Isolated yield 128.3%. As a reaction SMILES: [CH3:1][O:2][C:3](=[O:16])[C:4]1[C:9]([N+:10]([O-:12])=[O:11])=[CH:8][CH:7]=[C:6]([O:13][CH3:14])[C:5]=1[CH3:15].[Br:17]N1C(=O)CCC1=O>C(Cl)(Cl)(Cl)Cl.N(C(C)(C)C#N)=NC(C)(C)C#N>[CH3:1][O:2][C:3](=[O:16])[C:4]1[C:9]([N+:10]([O-:12])=[O:11])=[CH:8][CH:7]=[C:6]([O:13][CH3:14])[C:5]=1[CH2:15][Br:17]. Procedure details: To a suspension of 3-Methoxy-2-methyl-6-nitro-benzoic acid methyl ester (4.1 g, 18.2 mmol) and N-bromosuccinimide (3.89 g, 21.8 mmol) in 50 mL of CCl4 is added 2,2′-azobisisobutyronitrile (299 mg, 1.82 mmol) at room temperature. The reaction mixture is stirred at 85° C. for 21 hours and then cooled to room temperature. The reaction mixture is cooled to room temperature and then quenched by crushed ice. The mixture is extracted with ethyl acetate and washed with aqueous NaHCO3 solution followed b... The reactants are COC(=O)C1=C(C=CC=C1)NC(C(=O)O)C=1C=NC(=CC1)OC (2-(2-(methoxycarbonyl)phenylamino)-2-(6-methoxypyridin-3-yl)acetic acid), N12C[C@@H](C(CC1)CC2)O ((R)-quinuclidin-3-ol), O.N1(N=NC2=C1C=CC=C2)O (1H-benzo[d][1,2,3]triazol-1-ol hydrate), C(=NC1CCCCC1)=NC1CCCCC1 (N,N′-methanediylidenedicyclohexanamine). Procedure: A mixture of 2-(2-(methoxycarbonyl)phenylamino)-2-(6-methoxypyridin-3-yl)acetic acid (I79) (118 mg, 0.37 mmol), (R)-quinuclidin-3-ol (52.2 mg, 0.41 mmol), 1H-benzo[d][1,2,3]triazol-1-ol hydrate (62.8 mg, 0.41 mmol), and N,N′-methanediylidenedicyclohexanamine (85 mg, 0.41 mmol) was dissolved in dry THF (10 ml) and stirred at room temperature overnight. The solvent was evaporated under reduced pressure, and the crude product was taken up with EtOAc and washed twice with 2M K2CO3. The organic phase... The solvent is C1CCOC1 (THF). Reaction conditions: time 8 hour. Product: COC1=CC=C(C=N1)C(C(O[C@H]1CN2CCC1CC2)=O)NC2=C(C(=O)OC)C=CC=C2 (methyl 2-(1-(6-methoxypyridin-3-yl)-2-oxo-2-((R)-quinuclidin-3-yloxy)ethylamino)benzoate). RXN SMILES: [CH3:1][O:2][C:3]([C:5]1[CH:10]=[CH:9][CH:8]=[CH:7][C:6]=1[NH:11][CH:12]([C:16]1[CH:17]=[N:18][C:19]([O:22][CH3:23])=[CH:20][CH:21]=1)[C:13]([OH:15])=[O:14])=[O:4].[N:24]12[CH2:31][CH2:30][CH:27]([CH2:28][CH2:29]1)[C@@H:26](O)[CH2:25]2.O.N1(O)C2C=CC=CC=2N=N1.C(=NC1CCCCC1)=NC1CCCCC1>C1COCC1>[CH3:23][O:22][C:19]1[N:18]=[CH:17][C:16]([CH:12]([NH:11][C:6]2[CH:7]=[CH:8][CH:9]=[CH:10][C:5]=2[C:3]([O:2][CH3:1])=[O:4])[C:13](=[O:15])[O:14][C@@H:26]2[CH:27]3[CH2:30][CH2:31][N:24]([CH2:29][CH2:28]3)[CH2:25]2)=[CH:21][CH:20]=1 |f:2.3|. Starting materials: O=C(O)c1ccc2c(c1)OCCO2, Cc1ccc(N)nc1. The reagents and catalysts are C1CCC(CC1)N=C=NC2CCCCC2 (DCC), CCOC(=O)C(=NO)C#N (Oxyma). Solvent: CN(C)C=O (DMF), CN(C)C=O (DMF), CN(C)C=O (DMF), CN(C)C=O (DMF), CN(C)C=O (DMF), CN(C)C=O (DMF). Conditions: temperature 25 celsius, time 2 hour. Yields the product Cc1ccc(NC(=O)c2ccc3c(c2)OCCO3)nc1. Yield: 15.5%. Reaction SMILES: Cc1ccc(N)nc1.O=C(O)c1ccc2c(c1)OCCO2.C1CCC(CC1)N=C=NC2CCCCC2.CCOC(=O)C(=NO)C#N.CN(C)C=O>>Cc1ccc(NC(=O)c2ccc3c(c2)OCCO3)nc1. Reaction SMILES: [C:1](=[N:4][O:5][CH2:6][CH2:7][OH:8])([CH3:3])[CH3:2].[Br:9][CH:10]([CH3:14])[C:11](Br)=[O:12]>>[Br:9][CH:10]([CH3:14])[C:11]([O:8][CH2:7][CH2:6][O:5][N:4]=[C:1]([CH3:3])[CH3:2])=[O:12]. Yields the product BrC(C(=O)OCCON=C(C)C)C (2-isopropylideneaminooxy-ethyl 2-bromopropionate). Reactants: C(C)(C)=NOCCO (2-isopropylideneaminooxy-ethanol), BrC(C(=O)Br)C (2-bromopropionyl bromide). Reported procedure: by using 2-isopropylideneaminooxy-ethanol and 2-bromopropionyl bromide there is obtained 2-isopropylideneaminooxy-ethyl 2-bromopropionate, nD20 1.4710. Procedure details: To a solution of 5-iodo-1-methyl-1H-indole (200 mg, 0.778 mmol) in pyrrolidine (5 mL) was added ethynyl-trimethyl-silane (92 mg, 0.932 mmol), followed by tetrakis-triphenyl-phosphine palladium (61 mg, 0.233 mmol) after which the reaction mixture was heated at 50° C. for 12 h. The reaction mixture was filtered and the filtrate evaporated in vacuo to obtain a residue, which was purified by column chromatography (ethyl acetate:hexane; 5:95) to give a product (150 g, 84%). 1H NMR (CDCl3, 400 MHz) 0.... Reactants: IC=1C=C2C=CN(C2=CC1)C (5-iodo-1-methyl-1H-indole), C(#C)[Si](C)(C)C (ethynyl-trimethyl-silane), tetrakis-triphenyl-phosphine palladium. Yields the product CN1C=CC2=CC(=CC=C12)C#C[Si](C)(C)C (1-Methyl-5-trimethylsilanylethynyl-1H-indole). Run in N1CCCC1 (pyrrolidine). Conditions: temperature 50 celsius. The yield is 84794.0%. As a reaction SMILES: I[C:2]1[CH:3]=[C:4]2[C:8](=[CH:9][CH:10]=1)[N:7]([CH3:11])[CH:6]=[CH:5]2.[C:12]([Si:14]([CH3:17])([CH3:16])[CH3:15])#[CH:13]>N1CCCC1>[CH3:11][N:7]1[C:8]2[C:4](=[CH:3][C:2]([C:13]#[C:12][Si:14]([CH3:17])([CH3:16])[CH3:15])=[CH:10][CH:9]=2)[CH:5]=[CH:6]1. Reactants: Example 1.13 ( d ), C(CC)B(O)O (n-propylboronic acid), ClC1=CN=C(C(=N1)C(=O)OCC)C (ethyl 6-chloro-3-methylpyrazine-2-carboxylate), Example 1.13 ( c ). Product: CC=1C(=NC(=CN1)CCC)C(=O)OCC (ethyl 3-methyl-6-propylpyrazine-2-carboxylate). As a reaction SMILES: Cl[C:2]1[N:7]=[C:6]([C:8]([O:10][CH2:11][CH3:12])=[O:9])[C:5]([CH3:13])=[N:4][CH:3]=1.[CH2:14](B(O)O)[CH2:15][CH3:16]>>[CH3:13][C:5]1[C:6]([C:8]([O:10][CH2:11][CH3:12])=[O:9])=[N:7][C:2]([CH2:14][CH2:15][CH3:16])=[CH:3][N:4]=1. Reported procedure: The preparation was performed in a similar manner as Reference Example 1.13 (d) from ethyl 6-chloro-3-methylpyrazine-2-carboxylate (Reference Example 1.13 (c)) (1.50 g, 7.48 mmol) and n-propylboronic acid (1.32 g, 15.0 mmol) to give ethyl 3-methyl-6-propylpyrazine-2-carboxylate. MS (APCI): m/z 209 (M+H). The product is N#Cc1ccc(-c2ccccc2)cc1NC(=O)c1cncc(-c2ccccc2)c1. Starting materials: CCOC(C)=O, Cc1ccccc1, COc1cccc(OC)c1-c1ccccc1P(C1CCCCC1)C1CCCCC1, N#Cc1ccc(Cl)cc1NC(=O)c1cncc(-c2ccccc2)c1, [K+], [K+], [K+], CC(=O)[O-], CC(=O)[O-], O=C(O)CC(O)(CC(=O)O)C(=O)O, O=P([O-])([O-])[O-], [Pd+2], O=BOc1ccccc1. Reaction SMILES: [CH3:93][CH2:94][O:95][C:96](=[O:97])[CH3:98].[CH3:99][c:100]1[cH:101][cH:102][cH:103][cH:104][cH:105]1.[CH:18]1([P:19]([CH:20]2[CH2:21][CH2:22][CH2:23][CH2:24][CH2:25]2)[c:26]2[cH:27][cH:28][cH:29][cH:30][c:31]2-[c:32]2[c:33]([O:34][CH3:35])[cH:36][cH:37][cH:38][c:39]2[O:40][CH3:41])[CH2:42][CH2:43][CH2:44][CH2:45][CH2:46]1.[Cl:47][c:48]1[cH:49][cH:50][c:51]([C:69]#[N:70])[c:52]([NH:54][C:55](=[O:56])[c:57]2[cH:58][n:59][cH:60][c:61](-[c:63]3[cH:64][cH:65][cH:66][cH:67][cH:68]3)[cH:62]2)[cH:53]1.[K+:15].[K+:16].[K+:17].[O-:85][C:86]([CH3:87])=[O:88].[O-:89][C:90]([CH3:91])=[O:92].[OH:71][C:72]([CH2:73][C:74]([C:75](=[O:76])[OH:77])([CH2:78][C:79](=[O:80])[OH:81])[OH:82])=[O:83].[P:10]([O-:11])([O-:12])([O-:13])=[O:14].[Pd+2:84].[c:1]1([O:7][B:8]=[O:9])[cH:2][cH:3][cH:4][cH:5][cH:6]1>>[c:1]1(-[c:48]2[cH:49][cH:50][c:51]([C:69]#[N:70])[c:52]([NH:54][C:55](=[O:56])[c:57]3[cH:58][n:59][cH:60][c:61](-[c:63]4[cH:64][cH:65][cH:66][cH:67][cH:68]4)[cH:62]3)[cH:53]2)[cH:2][cH:3][cH:4][cH:5][cH:6]1.